Dataset: the Open Reaction Database (ORD), a public repository of structured organic reaction records. Task: describe an organic reaction: reactants, conditions, products, and yield Reactants: Br.BrCC=1C=NC=CC1 (3-(bromomethyl)pyridine hydrobromide), 5,6-dihydrospiro[benzo[1,2-b:5,4-b′]difuran-3,3′-indol]-2″(1′H)-one, BrCC1OCCCC1 (2-(bromomethyl)tetrahydro-2H-pyran), N1C(C2(C3=CC=CC=C13)COC=1C=CC=3C(=NON3)C12)=O (spiro[furo[3,2-e][2,1,3]benzoxadiazole-8,3′-indol]-2′(1′H)-one). The product is N1=CC(=CC=C1)CN1ONC2=C1C1=C(C=C2)OCC12C(NC1=CC=CC=C21)=O (1-(pyridin-3-ylmethyl)spiro[furo[3,2-e][2,1,3]benzoxadiazole-8,3′-indol]-2′(1′H)-one). Reaction SMILES: Br.Br[CH2:3][C:4]1[CH:5]=[N:6][CH:7]=[CH:8][CH:9]=1.BrCC1CCCCO1.[NH:18]1[C:26]2[C:21](=[CH:22][CH:23]=[CH:24][CH:25]=2)[C:20]2([C:37]3[C:33]4=[N:34][O:35][N:36]=[C:32]4[CH:31]=[CH:30][C:29]=3[O:28][CH2:27]2)[C:19]1=[O:38]>>[N:6]1[CH:7]=[CH:8][CH:9]=[C:4]([CH2:3][N:34]2[C:33]3[C:37]4[C:20]5([C:21]6[C:26](=[CH:25][CH:24]=[CH:23][CH:22]=6)[NH:18][C:19]5=[O:38])[CH2:27][O:28][C:29]=4[CH:30]=[CH:31][C:32]=3[NH:36][O:35]2)[CH:5]=1 |f:0.1|. Procedure details: Following the procedure as described in EXAMPLE 4 and making non-critical variations using 3-(bromomethyl)pyridine hydrobromide to replace 2-(bromomethyl)tetrahydro-2H-pyran, and spiro[furo[3,2-e][2,1,3]benzoxadiazole-8,3′-indol]-2′(1′H)-one to replace 5,6-dihydrospiro[benzo[1,2-b:5,4-b′]difuran-3,3′-indol]-2″(1′H)-one, 1-(pyridin-3-ylmethyl)spiro[furo[3,2-e][2,1,3]benzoxadiazole-8,3′-indol]-2′(1′H)-one was obtained (47%) as a colorless solid: mp 230-232° C.; 1H NMR (300 MHz, CDCl3) δ 8.74 (s, 1... Starting materials: BrC(C)C (2-Bromopropane), CN(C)C=O (DMF), OC1=C(C(=O)OC)C=CC(=C1)I (methyl 2-hydroxy-4-iodobenzoate), C([O-])([O-])=O.[K+].[K+] (potassium carbonate). Solvent: O (water). Reaction conditions: temperature 60 celsius, time 2 hour. Yields the product IC1=CC(=C(C(=O)OC)C=C1)OC(C)C (Methyl 4-iodo-2-isopropoxybenzoate). Reaction SMILES: Br[CH:2]([CH3:4])[CH3:3].CN(C=O)C.[OH:10][C:11]1[CH:20]=[C:19]([I:21])[CH:18]=[CH:17][C:12]=1[C:13]([O:15][CH3:16])=[O:14].C(=O)([O-])[O-].[K+].[K+]>O>[I:21][C:19]1[CH:18]=[CH:17][C:12]([C:13]([O:15][CH3:16])=[O:14])=[C:11]([O:10][CH:2]([CH3:4])[CH3:3])[CH:20]=1 |f:3.4.5|. Procedure: 2-Bromopropane (6.49 mL) was added to a DMF (70 mL) suspension of methyl 2-hydroxy-4-iodobenzoate (12.8 g) and potassium carbonate (12.7 g), and the mixture was stirred at 60° C. for 2 hours. The reaction mixture was allowed to cool to room temperature, and then, water was added thereto, followed by extraction with ethyl acetate. The obtained organic layer was washed with saturated saline and dried over anhydrous magnesium sulfate, and then, the solvent was distilled off under reduced pressure. ... Starting materials: CC(=O)CC(C)=O, Cc1ccc(S(=O)(=O)N=C=O)cc1, c1ccccc1. Product: CC(=O)C(C(C)=O)C(=O)NS(=O)(=O)c1ccc(C)cc1. RXN SMILES: [CH3:1][C:2]([CH2:3][C:4]([CH3:5])=[O:6])=[O:7].[c:8]1([CH3:20])[cH:9][cH:10][c:11]([S:14](=[O:15])(=[O:16])[N:17]=[C:18]=[O:19])[cH:12][cH:13]1.[cH:21]1[cH:22][cH:23][cH:24][cH:25][cH:26]1>>[CH3:1][C:2]([CH:3]([C:4]([CH3:5])=[O:6])[C:18]([NH:17][S:14]([c:11]1[cH:10][cH:9][c:8]([CH3:20])[cH:13][cH:12]1)(=[O:15])=[O:16])=[O:19])=[O:7]. The product is O1CCOC2=C1C=CC(=C2)C(C(=O)OCC)C (Ethyl 2-(2,3-dihydro-benzo[1,4]dioxin-6-yl)-propionate). As a reaction SMILES: [H-].[Na+].[CH2:3]1[CH2:12][O:11][C:10]2[CH:9]=[CH:8][C:7]([CH2:13][C:14]([O:16][CH2:17][CH3:18])=[O:15])=[CH:6][C:5]=2[O:4]1.[CH3:19]I.Cl>CN(C)C=O>[O:11]1[C:10]2[CH:9]=[CH:8][C:7]([CH:13]([CH3:19])[C:14]([O:16][CH2:17][CH3:18])=[O:15])=[CH:6][C:5]=2[O:4][CH2:3][CH2:12]1 |f:0.1|. Run in CN(C=O)C (N,N-dimethylformamide). Procedure details: Under a nitrogen atmosphere, 60% sodium hydride (1.13 g) was added to a solution in N,N-dimethylformamide (65 ml) of ethyl 3,4-ethylenedioxyphenylacetate [M. Sasamoto, Chem. Pharm. Bull., 8, 324 (1969)] (6.00 g) in an ice bath. Thereafter, methyl iodide (1.76 ml) was added dropwise and the resulting mixture was stirred under ice-cooling for 4 hours. To the reaction mixture was added 1 N hydrochloric acid and the resulting mixture was subjected to extraction with diethyl ether, after which the ex... Starting materials: [H-].[Na+] (sodium hydride), C1OC=2C=C(C=CC2OC1)CC(=O)OCC (ethyl 3,4-ethylenedioxyphenylacetate), Cl (hydrochloric acid), CI (methyl iodide).